Dataset: the Open Reaction Database (ORD), a public repository of structured organic reaction records. Task: describe an organic reaction: reactants, conditions, products, and yield Starting materials: C1(=CC=CC=C1)C1=CN=C(S1)NC=1O[C@]2(CN3CCC2CC3)CN1 ((R)—N-(5-Phenylthiazol-2-yl)-4H-1′-azaspiro[oxazole-5,3′-bicyclo[2.2.2]octan]-2-amine), C1=CC(=CC(=C1)Cl)C(=O)OO (m-CPBA). Solvent: C1CCOC1 (THF). The product is C1(=CC=CC=C1)C1=CN=C(S1)NC=1O[C@]2(C[N+]3(CCC2CC3)[O-])CN1 ((S)-2-(5-phenylthiazol-2-ylamino)-4H-1′-azaspiro[oxazole-5,3′-bicyclo[2.2.2]octane]1′-oxide). Yield: 27.6%. RXN SMILES: [C:1]1([C:7]2[S:11][C:10]([NH:12][C:13]3[O:14][C@:15]4([CH2:23][N:24]=3)[CH:20]3[CH2:21][CH2:22][N:17]([CH2:18][CH2:19]3)[CH2:16]4)=[N:9][CH:8]=2)[CH:6]=[CH:5][CH:4]=[CH:3][CH:2]=1.C1C=C(Cl)C=C(C(OO)=[O:33])C=1>C1COCC1>[C:1]1([C:7]2[S:11][C:10]([NH:12][C:13]3[O:14][C@:15]4([CH2:23][N:24]=3)[CH:20]3[CH2:19][CH2:18][N+:17]([O-:33])([CH2:22][CH2:21]3)[CH2:16]4)=[N:9][CH:8]=2)[CH:2]=[CH:3][CH:4]=[CH:5][CH:6]=1. Procedure details: (R)—N-(5-Phenylthiazol-2-yl)-4H-1′-azaspiro[oxazole-5,3′-bicyclo[2.2.2]octan]-2-amine (0.101 g, 0.297 mmol) was dissolved in THF (15 mL) and treated with m-CPBA (0.061 g, 0.356 mmol) for 30 min. at room temperature. The reaction was concentrated in vacuo to afford the crude product. The crude product was purified by reverse phase HPLC to yield pure fractions. The fractions were concentrated via vacuo and dried in a vac. oven for 18 hours to yield (S)-2-(5-phenylthiazol-2-ylamino)-4H-1′-azaspiro[... Reactants: COC1=C(C(N(N=C1)COC)=O)C1=CC=C(C=C1)OCCCN1[C@@H](CCC1)C (5-Methoxy-2-methoxymethyl-4-{4-[3-((R)-2-methyl-pyrrolidin-1-yl)-propoxy]-phenyl}-2H-pyridazin-3-one), Cl (HCl), [OH-].[Na+] (NaOH), [OH-].[Na+] (NaOH). Run in CO (methanol). Product: COC1=C(C(NN=C1)=O)C1=CC=C(C=C1)OCCCN1[C@@H](CCC1)C (5-methoxy-4-{4-[3-((R)-2-methyl-pyrrolidin-1-yl)-propoxy]-phenyl}-2H-pyridazin-3-one). Yield: 37.0%. As a reaction SMILES: [CH3:1][O:2][C:3]1[CH:8]=[N:7][N:6](COC)[C:5](=[O:12])[C:4]=1[C:13]1[CH:18]=[CH:17][C:16]([O:19][CH2:20][CH2:21][CH2:22][N:23]2[CH2:27][CH2:26][CH2:25][C@H:24]2[CH3:28])=[CH:15][CH:14]=1.Cl.[OH-].[Na+]>CO>[CH3:1][O:2][C:3]1[CH:8]=[N:7][NH:6][C:5](=[O:12])[C:4]=1[C:13]1[CH:14]=[CH:15][C:16]([O:19][CH2:20][CH2:21][CH2:22][N:23]2[CH2:27][CH2:26][CH2:25][C@H:24]2[CH3:28])=[CH:17][CH:18]=1 |f:2.3|. Procedure: To a round-bottom flask was added example 231 (5-Methoxy-2-methoxymethyl-4-{4-[3-((R)-2-methyl-pyrrolidin-1-yl)-propoxy]-phenyl}-2H-pyridazin-3-one) (1.07 g, 2.76 mmol), methanol (10 mL), and concentrated HCl solution (10 mL). The reaction was heated to reflux for 3 days. After cooled to room temperature, the reaction was neutralized with 10 N NaOH then 5% NaOH solution to pH 7. The reaction was concentrated and the residue was washed with CH2Cl2 (100 mL). The CH2Cl2 layer was concentrated. Puri... The reactants are C(C)OC(=O)C1=NN(C(=C1)CCC)CC1=CC=C(C=C1)Br (1-(4-Bromobenzyl)-5-propyl-1H-pyrazole-3-carboxylic acid ethyl ester), CCO (EtOH), C([O-])([O-])=O.[K+].[K+] (Potassium carbonate), crude product, C(=O)(C(F)(F)F)O (TFA), C(C)(C)(C)NS(=O)(=O)C1=C(C=CC=C1)B1OC(C(O1)(C)C)(C)C (N-t-butyl-2-(4,4,5,5-tetramethyl-1,3,2-dioxaborolan-2-yl)benzene sulfonamide), C1(=CC=CC=C1)C (toluene), Tetrakis(triphenyl-phosphine)palladium(0). The solvent is O (water), O (water), CCOC(=O)C (EtOAc). Reaction conditions: temperature 100 celsius. Yields the product C(C)OC(=O)C1=NN(C(=C1)CCC)CC1=CC=C(C=C1)C1=C(C=CC=C1)S(N)(=O)=O (5-Propyl-1-(2′-sulfamoylbiphenyl-4-ylmethyl)-1H-pyrazole-3-carboxylic Acid Ethyl Ester). As a reaction SMILES: [CH2:1]([O:3][C:4]([C:6]1[CH:10]=[C:9]([CH2:11][CH2:12][CH3:13])[N:8]([CH2:14][C:15]2[CH:20]=[CH:19][C:18](Br)=[CH:17][CH:16]=2)[N:7]=1)=[O:5])[CH3:2].C([NH:26][S:27]([C:30]1[CH:35]=[CH:34][CH:33]=[CH:32][C:31]=1B1OC(C)(C)C(C)(C)O1)(=[O:29])=[O:28])(C)(C)C.C1(C)C=CC=CC=1.CCO.C(=O)([O-])[O-].[K+].[K+].C(O)(C(F)(F)F)=O>O.CCOC(C)=O>[CH2:1]([O:3][C:4]([C:6]1[CH:10]=[C:9]([CH2:11][CH2:12][CH3:13])[N:8]([CH2:14][C:15]2[CH:20]=[CH:19][C:18]([C:31]3[CH:32]=[CH:33][CH:34]=[CH:35][C:30]=3[S:27](=[O:29])(=[O:28])[NH2:26])=[CH:17][CH:16]=2)[N:7]=1)=[O:5])[CH3:2] |f:4.5.6|. Procedure details: 1-(4-Bromobenzyl)-5-propyl-1H-pyrazole-3-carboxylic acid ethyl ester (1.2 g, 3.3 mmol) and N-t-butyl-2-(4,4,5,5-tetramethyl-1,3,2-dioxaborolan-2-yl)benzene sulfonamide (1.4 g, 4.0 mmol) were combined with toluene (70.9 mL, 666.0 mmol) and EtOH (18.5 mL, 316.7 mmol). Potassium carbonate (920 mg, 6.7 mmol) was dissolved in water (9.6 mL, 532.8 mmol) and added to the mixture, and stirred. Tetrakis(triphenyl-phosphine)palladium(0) (385 mg, 333 μmol) was added quickly and the mixture heated at 100° C... The reactants are [Si](C)(C)(C(C)(C)C)O[C@@H]1C=C2C=C[C@@H]([C@@H]([C@H]2[C@H](C1)O)CC[C@@H]1C[C@H](CC(O1)=O)O[Si](C)(C)C(C)(C)C)C ((4R,6R)-6-{2-[(1S,2S,6S,8S,8aR)-1,2,6,7,8,8a-Hexahydro-6-t-butyldimethylsilyloxy-8-hydroxy-2-methyl-1-naphthyl]ethyl}tetrahydro-4-t-butyldimethylsilyloxy-2H-pyran-2-one), CC(C(=O)Cl)(CCC)CCC (2-methyl-2-propylvaleryl chloride). Product: [Si](C)(C)(C(C)(C)C)O[C@@H]1C=C2C=C[C@@H]([C@@H]([C@H]2[C@H](C1)OC(C(CCC)(CCC)C)=O)CC[C@@H]1C[C@H](CC(O1)=O)O[Si](C)(C)C(C)(C)C)C ((4R,6R)-6-{2-[(1S,2S,6S,8S,8aR)-1,2,6,7,8,8a-Hexahydro-6-t-butyldimethylsilyloxy-8-(2-methyl-2-propylvaleryloxy)-2-methyl-1-naphthyl]ethyl}tetrahydro-4-t-butyldimethylsilyloxy-2H-pyran-2-one). Isolated yield 42.2%. Reaction SMILES: [Si:1]([O:8][C@H:9]1[CH2:18][C@H:17]([OH:19])[C@H:16]2[C:11]([CH:12]=[CH:13][C@H:14]([CH3:37])[C@@H:15]2[CH2:20][CH2:21][C@H:22]2[O:27][C:26](=[O:28])[CH2:25][C@H:24]([O:29][Si:30]([C:33]([CH3:36])([CH3:35])[CH3:34])([CH3:32])[CH3:31])[CH2:23]2)=[CH:10]1)([C:4]([CH3:7])([CH3:6])[CH3:5])([CH3:3])[CH3:2].[CH3:38][C:39]([CH2:46][CH2:47][CH3:48])([CH2:43][CH2:44][CH3:45])[C:40](Cl)=[O:41]>>[Si:1]([O:8][C@H:9]1[CH2:18][C@H:17]([O:19][C:40](=[O:41])[C:39]([CH3:38])([CH2:46][CH2:47][CH3:48])[CH2:43][CH2:44][CH3:45])[C@H:16]2[C:11]([CH:12]=[CH:13][C@H:14]([CH3:37])[C@@H:15]2[CH2:20][CH2:21][C@H:22]2[O:27][C:26](=[O:28])[CH2:25][C@H:24]([O:29][Si:30]([C:33]([CH3:36])([CH3:35])[CH3:34])([CH3:31])[CH3:32])[CH2:23]2)=[CH:10]1)([C:4]([CH3:5])([CH3:6])[CH3:7])([CH3:3])[CH3:2]. Procedure: A procedure similar to that described in Example 4, above, was followed, but using 2.0 g (3.6 mmol) of (4R,6R)-6-{2-[(1S,2S,6S,8S,8aR)-1,2,6,7,8,8a-hexahydro-6-t-butyldimethylsilyloxy-8-hydroxy-2-methyl-1-naphthyl]ethyl}tetrahydro-4-t-butyldimethylsilyloxy-2H-pyran-2-one [prepared as described in Example B, above] and 1.92 g (10.9 mmol) of 2-methyl-2-propylvaleryl chloride, to provide 1.05 g of the title compound. Starting materials: O1C2C(OC3=C(C21)C=C(C=C3)C#N)(CC)CC (3,4-epoxy-2,2-diethyl-3,4-dihydro-2H-1-benzopyran-6-carbonitrile), C(#N)N=C1SCCN1 (2-cyanoiminothiazolidine), O (water). The solvent is CN(C=O)C.C(C)N(CC)CC (N,N-dimethylformamide triethylamine). Run at temperature 100 celsius, time 20 minute. Product: C(#N)N=C1SCCN1[C@H]1[C@@H](C(OC2=C1C=C(C=C2)C#N)(CC)CC)O (trans-4-(2-cyanoiminothiazolidin-3-yl)-2,2-diethyl-3,4-dihydro-3-hydroxy-2H-1-benzopyran-6carbonitrile). The yield is 28.9%. Reaction SMILES: [O:1]1[CH:7]2[CH:2]1[C:3]([CH2:16][CH3:17])([CH2:14][CH3:15])[O:4][C:5]1[CH:11]=[CH:10][C:9]([C:12]#[N:13])=[CH:8][C:6]=12.[C:18]([N:20]=[C:21]1[NH:25][CH2:24][CH2:23][S:22]1)#[N:19].O>CN(C)C=O.C(N(CC)CC)C>[C:18]([N:20]=[C:21]1[N:25]([C@@H:7]2[C:6]3[CH:8]=[C:9]([C:12]#[N:13])[CH:10]=[CH:11][C:5]=3[O:4][C:3]([CH2:16][CH3:17])([CH2:14][CH3:15])[C@H:2]2[OH:1])[CH2:24][CH2:23][S:22]1)#[N:19] |f:3.4|. Reported procedure: A mixture of 3,4-epoxy-2,2-diethyl-3,4-dihydro-2H-1-benzopyran-6-carbonitrile (1.07 g) and 2-cyanoiminothiazolidine (0.89 g) in N,N-dimethylformamide-triethylamine (2:1, 7.5ml) was heated at 100° C. with stirring for 8 hours and 20 minutes. The reaction mixture was poured into water, extracted with ethyl acetate, washed with brine, and then dried over anhydrous magnesium sulfate. After the solution was evaporated in vacuo, the residue was purified with silica gel column chromatography using a mi... Reactants: O=C1C(C(=C1C)NCC=1C=C2C(=CNC2=CC1)CCCOS(=O)(=O)C)=O (5-(1,2-Dioxo-4-methyl-3-cyclobuten-3-yl)aminomethyl-3-(3-methanesulfonyloxypropyl)indole), COC=1C(=NC=NC1)N1CCNCC1 (1-(5-methoxy-4-pyrimidyl)-piperazine), C(C)(C)N(CC)C(C)C (diisopropylethylamine), CO (MeOH). The solvent is C(C)(=O)OCC (ethyl acetate), C(C)#N (acetonitrile). Yields the product SiO2 CH2Cl2, [NH4+].[OH-] (NH4OH), COC=1C(=NC=NC1)N1CCN(CC1)CCCC1=CNC2=CC=C(C=C12)CNC=1C(C(C1C)=O)=O (3-[3-[4-(5-Methoxy-4-pyrimidinyl)-1-piperazinyl]propyl]-5-[(1,2-dioxo-4-methyl-3-cyclobuten-3-yl)aminomethyl]indole). Yield: 180.6%. Reaction SMILES: [O:1]=[C:2]1[C:5]([CH3:6])=[C:4]([NH:7][CH2:8][C:9]2[CH:10]=[C:11]3[C:15](=[CH:16][CH:17]=2)[NH:14][CH:13]=[C:12]3[CH2:18][CH2:19][CH2:20]OS(C)(=O)=O)[C:3]1=[O:26].[CH3:27][O:28][C:29]1[C:30]([N:35]2[CH2:40][CH2:39][NH:38][CH2:37][CH2:36]2)=[N:31][CH:32]=[N:33][CH:34]=1.C(N(C(C)C)CC)(C)C.CO>C(#N)C.C(OCC)(=O)C>[NH4+:7].[OH-:1].[CH3:27][O:28][C:29]1[C:30]([N:35]2[CH2:40][CH2:39][N:38]([CH2:20][CH2:19][CH2:18][C:12]3[C:11]4[C:15](=[CH:16][CH:17]=[C:9]([CH2:8][NH:7][C:4]5[C:3](=[O:26])[C:2](=[O:1])[C:5]=5[CH3:6])[CH:10]=4)[NH:14][CH:13]=3)[CH2:37][CH2:36]2)=[N:31][CH:32]=[N:33][CH:34]=1 |f:6.7|. Procedure details: A mixture of 5-(1,2-dioxo-4-methyl-3-cyclobuten-3-yl)aminomethyl-3-(3-methanesulfonyloxypropyl)indole (21) (0.500 g, 1.33 mmol), 1-(5-methoxy-4-pyrimidyl)-piperazine (0.285 g, 1.47 mmol), finely pulverized KI (0.244 g, 1.47 mmol) and diisopropylethylamine (1.20 mL, 6.9 mmol) in 10 mL of acetonitrile was heated to reflux under Ar for 4 h. The resulting mixture was diluted with ethyl acetate, washed (H2O, brine), dried (Na2SO4) and evaporated to give a beige foam. Flash chromatography (SiO2 /CH2Cl... Reactants: COC(=O)c1c(Cl)cc(Cl)cc1NC(=O)C(C)c1ccc(Br)cc1, C[Si](C)(C)[N-][Si](C)(C)C, CCCCCC, CCOC(C)=O, [H-], [Li+], [Na+]. The product is CC1(c2ccc(Br)cc2)C(=O)Nc2cc(Cl)cc(Cl)c2C1=O. RXN SMILES: [CH3:1][O:2][C:3]([c:4]1[c:5]([NH:12][C:13]([CH:14]([CH3:15])[c:16]2[cH:17][cH:18][c:19]([Br:22])[cH:20][cH:21]2)=[O:23])[cH:6][c:7]([Cl:11])[cH:8][c:9]1[Cl:10])=[O:24].[CH3:28][Si:29]([N-:30][Si:31]([CH3:32])([CH3:33])[CH3:34])([CH3:35])[CH3:36].[CH3:37][CH2:38][CH2:39][CH2:40][CH2:41][CH3:42].[CH3:43][CH2:44][O:45][C:46]([CH3:47])=[O:48].[H-:26].[Li+:27].[Na+:25]>>[C:3]1(=[O:24])[c:4]2[c:5]([cH:6][c:7]([Cl:11])[cH:8][c:9]2[Cl:10])[NH:12][C:13](=[O:23])[C:14]1([CH3:15])[c:16]1[cH:17][cH:18][c:19]([Br:22])[cH:20][cH:21]1. The reactants are C(C)N1C(C=CC2=C1N=C(N=C2)S(=O)C)=O (8-ethyl-2-methylsulfinyl-8H-pyrido[2,3-d]pyrimidin-7-one), FC=1C(=C(N)C=CC1)OC (3-fluoro-2-methoxyaniline). Reaction conditions: temperature 175 celsius. Product: C(C)N1C(C=CC2=C1N=C(N=C2)NC2=C(C(=CC=C2)F)OC)=O (8-ethyl 2-(3-fluoro-2-methoxyphenylamino)-8H-pyrido[2,3-d]pyrimidin-7-one). The yield is 16.0%. As a reaction SMILES: [CH2:1]([N:3]1[C:8]2[N:9]=[C:10](S(C)=O)[N:11]=[CH:12][C:7]=2[CH:6]=[CH:5][C:4]1=[O:16])[CH3:2].[F:17][C:18]1[C:19]([O:25][CH3:26])=[C:20]([CH:22]=[CH:23][CH:24]=1)[NH2:21]>>[CH2:1]([N:3]1[C:8]2[N:9]=[C:10]([NH:21][C:20]3[CH:22]=[CH:23][CH:24]=[C:18]([F:17])[C:19]=3[O:25][CH3:26])[N:11]=[CH:12][C:7]=2[CH:6]=[CH:5][C:4]1=[O:16])[CH3:2]. Procedure: A mixture of 8-ethyl-2-methylsulfinyl-8H-pyrido[2,3-d]pyrimidin-7-one (133 mg, 0.56 mmol) and 500 μL of 3-fluoro-2-methoxyaniline was heated at 175° C. for 20 minutes. The reaction mixture was cooled to room temperature and partitioned between ethyl acetate and saturated sodium bicarbonate. The organic layer was washed with brine, dried over magnesium sulfate, filtered, and concentrated in vacuo. The residue was purified by flash chromatography eluting with ethyl acetate. Recrystallization from ...